From a dataset of the Open Reaction Database (ORD), a public repository of structured organic reaction records. describe an organic reaction: reactants, conditions, products, and yield Starting materials: CO, Cl, NO, CC(=O)c1ccc2c(c1)CCCO2, c1ccncc1. The product is CC(=NO)c1ccc2c(c1)CCCO2. As a reaction SMILES: [CH3:23][OH:24].[ClH:3].[NH2:1][OH:2].[O:4]1[CH2:5][CH2:6][CH2:7][c:8]2[cH:9][c:10]([C:14]([CH3:15])=[O:16])[cH:11][cH:12][c:13]21.[cH:17]1[cH:18][cH:19][n:20][cH:21][cH:22]1>>[N:1]([OH:2])=[C:14]([c:10]1[cH:9][c:8]2[c:13]([cH:12][cH:11]1)[O:4][CH2:5][CH2:6][CH2:7]2)[CH3:15]. Reactants: CCCCCCCCOc1ccc(CC(OC)OC)cc1[N+](=O)[O-], CCO, O=C[O-], O=Cc1ccc(O)c([N+](=O)[O-])c1, [NH4+], [Pd]. Yields the product CCCCCCCCOc1ccc(CC(OC)OC)cc1N. Reaction SMILES: [CH3:13][O:14][CH:15]([CH2:16][c:17]1[cH:18][c:19]([N+:32]([O-:33])=[O:34])[c:20]([O:23][CH2:24][CH2:25][CH2:26][CH2:27][CH2:28][CH2:29][CH2:30][CH3:31])[cH:21][cH:22]1)[O:35][CH3:36].[CH3:41][CH2:42][OH:43].[CH:37]([O-:38])=[O:39].[N+:1]([c:2]1[cH:3][c:4]([CH:9]=[O:10])[cH:5][cH:6][c:7]1[OH:8])([O-:11])=[O:12].[NH4+:40].[Pd:44]>>[CH3:13][O:14][CH:15]([CH2:16][c:17]1[cH:18][c:19]([NH2:32])[c:20]([O:23][CH2:24][CH2:25][CH2:26][CH2:27][CH2:28][CH2:29][CH2:30][CH3:31])[cH:21][cH:22]1)[O:35][CH3:36]. Reactants: CC(C)(O[Si](C)(C)C(C)(C)C)C(CO[Si](C)(C)C(C)(C)C)n1c(CCl)nc2cnc3ccccc3c21, CCCC[N+](CCCC)(CCCC)CCCC, ClCCl, [F-], [Na+], O=C([O-])O. Product: CC(C)(O[Si](C)(C)C(C)(C)C)C1COCc2nc3cnc4ccccc4c3n21. RXN SMILES: [C:1]([CH3:2])([CH3:3])([CH3:4])[Si:5]([O:6][C:7]([CH:8]([CH2:9][O:10][Si:12]([C:13]([CH3:14])([CH3:15])[CH3:16])([CH3:17])[CH3:32])[n:18]1[c:19]([CH2:31][Cl:11])[n:20][c:21]2[cH:22][n:23][c:24]3[cH:25][cH:26][cH:27][cH:28][c:29]3[c:30]12)([CH3:33])[CH3:34])([CH3:35])[CH3:36].[CH3:38][CH2:39][CH2:40][CH2:41][N+:42]([CH2:43][CH2:44][CH2:45][CH3:46])([CH2:47][CH2:48][CH2:49][CH3:50])[CH2:51][CH2:52][CH2:53][CH3:54].[Cl:60][CH2:61][Cl:62].[F-:37].[Na+:59].[O-:55][C:56]([OH:57])=[O:58]>>[C:1]([CH3:2])([CH3:3])([CH3:4])[Si:5]([O:6][C:7]([CH:8]1[CH2:9][O:10][CH2:31][c:19]2[n:18]1[c:30]1[c:21]([n:20]2)[cH:22][n:23][c:24]2[cH:25][cH:26][cH:27][cH:28][c:29]21)([CH3:33])[CH3:34])([CH3:35])[CH3:36]. Starting materials: OC1CC(C(C1)C(=O)OCC)C (ethyl 4-hydroxy-2-methylcyclopentanecarboxylate), N1=CC=CC=C1 (pyridine), CS(=O)(=O)Cl (Methanesulfonyl chloride), NC1=CC=CC=C1 (aniline). Run in C1CCOC1 (THF). Run at time 16 hour. The product is C[C@H]1[C@H](C[C@@H](C1)NC1=CC=CC=C1)C(=O)OCC ((1S,2R,4R)-ethyl 2-methyl-4-(phenylamino)cyclopentanecarboxylate), C[C@@H]1[C@@H](C[C@H](C1)NC1=CC=CC=C1)C(=O)OCC ((1R,2S,4S)-ethyl 2-methyl-4-(phenylamino)cyclo-pentanecarboxylate), NC1=CC=CC=C1 (aniline). As a reaction SMILES: O[CH:2]1[CH2:6][CH:5]([C:7]([O:9][CH2:10][CH3:11])=[O:8])[CH:4]([CH3:12])[CH2:3]1.N1C=CC=CC=1.CS(Cl)(=O)=O.[NH2:24][C:25]1[CH:30]=[CH:29][CH:28]=[CH:27][CH:26]=1>C1COCC1>[CH3:12][C@@H:4]1[CH2:3][C@@H:2]([NH:24][C:25]2[CH:30]=[CH:29][CH:28]=[CH:27][CH:26]=2)[CH2:6][C@@H:5]1[C:7]([O:9][CH2:10][CH3:11])=[O:8].[CH3:12][C@H:4]1[CH2:3][C@H:2]([NH:24][C:25]2[CH:30]=[CH:29][CH:28]=[CH:27][CH:26]=2)[CH2:6][C@H:5]1[C:7]([O:9][CH2:10][CH3:11])=[O:8].[NH2:24][C:25]1[CH:30]=[CH:29][CH:28]=[CH:27][CH:26]=1. Procedure: A solution of ethyl 4-hydroxy-2-methylcyclopentanecarboxylate (1.81 g, 10.5 mmol, prepared using P from Example #7, step G and NaBH4) and pyridine (1.28 mL, 15.8 mmol) in THF (52.5 mL) was cooled to about 0° C. Methanesulfonyl chloride (0.90 mL, 12 mmol) was added dropwise. The reaction mixture was stirred at ambient temperature for about 16 h then partitioned between water (50 mL) and DCM (30 mL). The layers were separated and the aqueous layer was extracted with DCM (2×30 mL). The combined org... The reactants are ClC1=C(C=C(C=C1)O)[N+](=O)[O-] (4-chloro-3-nitrophenol), C(CCC)P(CCCC)CCCC (tri(n-butyl)phosphine), C1(=CC=CC=C1)C(C)(C)O (2-phenyl-2-propanol), 1′-azobis (N,N-dimethyl -formamide). The solvent is O1CCCC1 (tetrahydrofuran), C(C)OCC (diethyl ether). Run at temperature 60 celsius, time 20 hour. Yields the product ClC1=C(C=C(C=C1)OC(C)(C1=CC=CC=C1)C)[N+](=O)[O-] (2-chloro-5-(1-methyl-1-phenylethoxy)-1-nitrobenzene). Yield: 34.1%. Reaction SMILES: [Cl:1][C:2]1[CH:7]=[CH:6][C:5]([OH:8])=[CH:4][C:3]=1[N+:9]([O-:11])=[O:10].C(P(CCCC)CCCC)CCC.[C:25]1([C:31](O)([CH3:33])[CH3:32])[CH:30]=[CH:29][CH:28]=[CH:27][CH:26]=1>O1CCCC1.C(OCC)C>[Cl:1][C:2]1[CH:7]=[CH:6][C:5]([O:8][C:31]([CH3:33])([C:25]2[CH:30]=[CH:29][CH:28]=[CH:27][CH:26]=2)[CH3:32])=[CH:4][C:3]=1[N+:9]([O-:11])=[O:10]. Procedure: To a solution of 4-chloro-3-nitrophenol (0.5 g), tri(n-butyl)phosphine (0.72 mL) and 2-phenyl-2-propanol (0.26 g) in tetrahydrofuran (5 mL) was added 1, 1′-azobis (N,N-dimethyl -formamide) (0.5 g), and the mixture was stirred at 60° C. for 20 hours. The reaction mixture was diluted with diethyl ether, and the insoluble material was removed by filtration. The filtrate was concentrated under reduced pressure, and the residue was purified by column chromatography on silica gel (eluent: n-hexane−n-h... Reactants: C1CCOC1, [H-], CI, [Na+], CC1(C)C(C(=O)c2cn(CC3CCOCC3)c3c(O)cccc23)C1(C)C. Product: COc1cccc2c(C(=O)C3C(C)(C)C3(C)C)cn(CC3CCOCC3)c12. Reaction SMILES: [CH2:31]1[O:32][CH2:33][CH2:34][CH2:35]1.[H-:28].[I:29][CH3:30].[Na+:27].[OH:1][c:2]1[cH:3][cH:4][cH:5][c:6]2[c:7]([C:18](=[O:19])[CH:20]3[C:21]([CH3:25])([CH3:26])[C:22]3([CH3:23])[CH3:24])[cH:8][n:9]([CH2:11][CH:12]3[CH2:13][CH2:14][O:15][CH2:16][CH2:17]3)[c:10]12>>[O:1]([c:2]1[cH:3][cH:4][cH:5][c:6]2[c:7]([C:18](=[O:19])[CH:20]3[C:21]([CH3:25])([CH3:26])[C:22]3([CH3:23])[CH3:24])[cH:8][n:9]([CH2:11][CH:12]3[CH2:13][CH2:14][O:15][CH2:16][CH2:17]3)[c:10]12)[CH3:30].